From a dataset of the Open Reaction Database (ORD), a public repository of structured organic reaction records. describe an organic reaction: reactants, conditions, products, and yield Starting materials: ClCC(=O)NC=1SC=2C(N1)=CC=1N=C(SC1C2)NC(CCl)=O (2,6-bis-(chloroacetyl-amino)-benzo[1,2-d:5,4-d']bisthiazole), C(CC)NCCC (di-n-propylamine). Solvent: O1CCOCC1 (dioxane). Yields the product Cl.Cl.C(CC)N(CCC)N(C=1SC=2C(N1)=CC=1N=C(SC1C2)N(C(C)=O)N(CCC)CCC)C(C)=O (2,6-Bis-(di-n-propylamino-acetylamino)-benzo[1,2-d:5,4-d']bisthiazole dihydrochloride). As a reaction SMILES: [Cl:1][CH2:2][C:3]([NH:5][C:6]1[S:7][C:8]2[C:9](=[CH:11][C:12]3[N:13]=[C:14]([NH:18][C:19](=[O:22])[CH2:20]Cl)[S:15][C:16]=3[CH:17]=2)[N:10]=1)=[O:4].[CH2:23]([NH:26][CH2:27][CH2:28][CH3:29])[CH2:24][CH3:25]>O1CCOCC1>[ClH:1].[ClH:1].[CH2:23]([N:26]([N:18]([C:19](=[O:22])[CH3:20])[C:14]1[S:15][C:16]2[C:12](=[CH:11][C:9]3[N:10]=[C:6]([N:5]([N:26]([CH2:27][CH2:28][CH3:29])[CH2:23][CH2:24][CH3:25])[C:3](=[O:4])[CH3:2])[S:7][C:8]=3[CH:17]=2)[N:13]=1)[CH2:27][CH2:28][CH3:29])[CH2:24][CH3:25] |f:3.4.5|. Procedure details: A mixture of 7.2 gm of 2,6-bis-(chloroacetyl-amino)-benzo[1,2-d:5,4-d']bisthiazole, 10 gm of di-n-propylamine and 100 ml of dioxane was refluxed for two hours and then evaporated to dryness in vacuo. The residue was dissolved in chloroform, and the solution was washed with water, dried, evaporated to a small volume and chromatographed on a 300 gm silicagel column with chloroform and chloroform/methanol (95:5) as the mobile phase. The title compound, 2.5 gm (25.5% of theory), was eluted, dissolve... The reactants are C1OC=2C=C(C=CC2OC1)NC1=NC=C(C(=N1)NC1=CC2=C(C=C1)OCCO2)C2=CC=CC=C2 (N2,N4-bis(3,4-ethylenedioxyphenyl)-5-phenyl-2,4-pyrimidinediamine), OC=1C=C(C=CC1)NC1=NC=C(C(=N1)NC1=CC(=CC=C1)O)Br (N2,N4-bis(3-hydroxyphenyl)-5-bromo-2,4-pyrimidinediamine), C1(=CC=CC=C1)B(O)O (phenylboronic acid). Yields the product OC=1C=C(C=CC1)NC1=NC=C(C(=N1)NC1=CC(=CC=C1)O)C1=CC=CC=C1 (N2,N4-bis(3-hydroxyphenyl)-5-phenyl-2,4-pyrimidinediamine). Reaction SMILES: C1CO[C:8]2[CH:7]=[CH:6][C:5]([NH:11][C:12]3[N:17]=[C:16]([NH:18][C:19]4[CH:24]=[CH:23][C:22]5OCC[O:28][C:21]=5[CH:20]=4)[C:15]([C:29]4[CH:34]=[CH:33][CH:32]=[CH:31][CH:30]=4)=[CH:14][N:13]=3)=[CH:4][C:3]=2[O:2]1.OC1C=C(NC2N=C(NC3C=CC=C(O)C=3)C(Br)=CN=2)C=CC=1.C1(B(O)O)C=CC=CC=1>>[OH:2][C:3]1[CH:4]=[C:5]([NH:11][C:12]2[N:17]=[C:16]([NH:18][C:19]3[CH:24]=[CH:23][CH:22]=[C:21]([OH:28])[CH:20]=3)[C:15]([C:29]3[CH:30]=[CH:31][CH:32]=[CH:33][CH:34]=3)=[CH:14][N:13]=2)[CH:6]=[CH:7][CH:8]=1. Reported procedure: In a manner similar to the preparation of N2,N4-bis(3,4-ethylenedioxyphenyl)-5-phenyl-2,4-pyrimidinediamine, N2,N4-bis(3-hydroxyphenyl)-5-bromo-2,4-pyrimidinediamine and phenylboronic acid were reacted to yield N2,N4-bis(3-hydroxyphenyl)-5-phenyl-2,4-pyrimidinediamine. 1H NMR (CD3OD): δ 7.85 (bs, 1H), 7.54–7.38 (m, 5H), 7.13–7.11 (m, 2H), 7.10–7.04 (m, 3H), 6.97 (dt, 1H, J=1.8 and 8.1 Hz), 6.54 (ddd, 1H, J=1.9, 2.4, and 7.2 Hz), 6.44 (dt, 1H, J=1.8 and 6.0 Hz); LCMS: ret. time: 20.66 min.; purit... Starting materials: COC=1C=C(C(=O)O)C=CC1 (3-methoxybenzoic acid), O=C(CC(=O)OCC)C=1SC=CC1 (ethyl 3-oxo-3-(2-thienyl)propanoate), S1C(=CC=C1)C1=NC(=NC=C1)N ((2-thienyl)pyrimidin-2-amine), CC1(OC(CC(O1)=O)=O)C (2,2-dimethyl-1,3-dioxane-4,6-dione). Yields the product O=C(CC(=O)OCC)C1=CC(=CC=C1)OC (ethyl 3-oxo-3-(3-methoxyphenyl)propanoate). As a reaction SMILES: O=[C:2]([C:9]1SC=[CH:12][CH:13]=1)[CH2:3][C:4]([O:6][CH2:7]C)=O.S1C=CC=C1C1C=CN=C(N)N=1.C[C:27]1([CH3:35])[O:32][C:31](=[O:33])[CH2:30][C:29](=[O:34])O1.COC1C=C(C=CC=1)C(O)=O>>[O:34]=[C:29]([C:13]1[CH:9]=[CH:2][CH:3]=[C:4]([O:6][CH3:7])[CH:12]=1)[CH2:30][C:31]([O:32][CH2:27][CH3:35])=[O:33]. Reported procedure: This material is prepared by a method analogous to that described for preparation of ethyl 3-oxo-3-(2-thienyl)propanoate in preparation of 1D, starting from 2,2-dimethyl-1,3-dioxane-4,6-dione and 3-methoxybenzoic acid.